From a dataset of the Open Reaction Database (ORD), a public repository of structured organic reaction records. describe an organic reaction: reactants, conditions, products, and yield Reactants: 3-{[4-(2-butynyloxy)phenyl]sulfonyl}-1-(4-chlorobenzyl)-1-3-piperidinecarboxylic acid, [OH-].[Na+] (NaOH), C(C#CC)OC1=CC=C(C=C1)S(=O)(=O)C1(CN(CCC1)CC1=CC=C(C=C1)Cl)C(=O)OCC (ethyl 3-{[4-(2-butynyloxy)phenyl]sulfonyl}-1-(4-chlorobenzyl)-3-piperidinecarboxylate), CO (Methanol). Solvent: C1CCOC1 (THF). Product: C(C#CC)OC1=CC=C(C=C1)S(=O)(=O)C1(CN(CCC1)CC1=CC=C(C=C1)Cl)C(=O)O (3-{[4-(2-butynyloxy)phenyl]sulfonyl}-1-(4-chlorobenzyl)-3-piperidinecarboxylic acid). As a reaction SMILES: [CH2:1]([O:5][C:6]1[CH:11]=[CH:10][C:9]([S:12]([C:15]2([C:29]([O:31]CC)=[O:30])[CH2:20][CH2:19][CH2:18][N:17]([CH2:21][C:22]3[CH:27]=[CH:26][C:25]([Cl:28])=[CH:24][CH:23]=3)[CH2:16]2)(=[O:14])=[O:13])=[CH:8][CH:7]=1)[C:2]#[C:3][CH3:4].CO.[OH-].[Na+]>C1COCC1>[CH2:1]([O:5][C:6]1[CH:11]=[CH:10][C:9]([S:12]([C:15]2([C:29]([OH:31])=[O:30])[CH2:20][CH2:19][CH2:18][N:17]([CH2:21][C:22]3[CH:23]=[CH:24][C:25]([Cl:28])=[CH:26][CH:27]=3)[CH2:16]2)(=[O:13])=[O:14])=[CH:8][CH:7]=1)[C:2]#[C:3][CH3:4] |f:2.3|. Reported procedure: 3-{[4-(2-butynyloxy)phenyl]sulfonyl}-1-(4-chlorobenzyl)-1-3-piperidinecarboxylic acid as prepared starting from ethyl 3-{[4-(2-butynyloxy)phenyl]sulfonyl}-1-(4-chlorobenzyl)-3-piperidinecarboxylate (1.64 g, 3.3 mmol) dissolved in THF:Methanol (15:50 ml) and NaOH (15 ml). The resulting reaction mixture was worked up as outlined in example 1 (step 7); Yield 1.11 g (75%), white solid: mp 115.2° C.; MS (ES): m/z 462.1 (M+H)+ The reactants are CN1CCCC1CCn1cc(-c2ccccc2)c(OCc2ccccc2)n1, CO, CCO, ClCCl. As a reaction SMILES: [CH2:1]([c:2]1[cH:3][cH:4][cH:5][cH:6][cH:7]1)[O:8][c:9]1[n:10][n:11]([CH2:20][CH2:21][CH:22]2[N:23]([CH3:27])[CH2:24][CH2:25][CH2:26]2)[cH:12][c:13]1-[c:14]1[cH:15][cH:16][cH:17][cH:18][cH:19]1.[CH3:28][OH:29].[CH3:33][CH2:34][OH:35].[Cl:30][CH2:31][Cl:32]>>[OH:8][c:9]1[n:10][n:11]([CH2:20][CH2:21][CH:22]2[N:23]([CH3:27])[CH2:24][CH2:25][CH2:26]2)[cH:12][c:13]1-[c:14]1[cH:15][cH:16][cH:17][cH:18][cH:19]1. Yields the product CN1CCCC1CCn1cc(-c2ccccc2)c(O)n1.